From a dataset of the Open Reaction Database (ORD), a public repository of structured organic reaction records. describe an organic reaction: reactants, conditions, products, and yield The reactants are Cc1ccccc1, O=C(Cl)C(=O)Cl, O=C(O)C=C1CCCc2ccc(F)cc21. Yields the product O=C(Cl)C=C1CCCc2ccc(F)cc21. Reaction SMILES: [CH3:22][c:23]1[cH:24][cH:25][cH:26][cH:27][cH:28]1.[Cl:1][C:2](=[O:3])[C:4]([Cl:5])=[O:6].[F:7][c:8]1[cH:9][cH:10][c:11]2[c:16]([cH:17]1)[C:15](=[CH:18][C:19]([OH:20])=[O:21])[CH2:14][CH2:13][CH2:12]2>>[Cl:1][C:2](=[O:3])[CH:4]=[C:15]1[CH2:14][CH2:13][CH2:12][c:11]2[cH:10][cH:9][c:8]([F:7])[cH:17][c:16]21. Starting materials: C(C)O (ethanol), S(=O)(Cl)Cl (thionyl chloride), N[C@@H](CC(=O)O)C1=C(C=CC=C1)C ((S)-3-Amino-3-(2-methyl-phenyl)propionic acid). Run in CC1OCCC1 (2-methyltetrahydrofuran). Conditions: temperature 80 celsius, time 16 hour. Product: N[C@@H](CC(=O)OCC)C1=C(C=CC=C1)C (Ethyl (S)-3-amino-3-(2-methyl-phenyl)-propionate), Cl.N[C@@H](CC(=O)OCC)C1=C(C=CC=C1)C (ethyl (S)-3-amino-3-(2-methyl-phenyl)-propionate hydrochloride), CC1OCCC1 (2-methyltetrahydrofuran). RXN SMILES: [NH2:1][C@H:2]([C:7]1[CH:12]=[CH:11][CH:10]=[CH:9][C:8]=1[CH3:13])[CH2:3][C:4]([OH:6])=[O:5].[CH2:14](O)[CH3:15].S(Cl)([Cl:19])=O>CC1CCCO1>[NH2:1][C@H:2]([C:7]1[CH:12]=[CH:11][CH:10]=[CH:9][C:8]=1[CH3:13])[CH2:3][C:4]([O:6][CH2:14][CH3:15])=[O:5].[ClH:19].[NH2:1][C@H:2]([C:7]1[CH:12]=[CH:11][CH:10]=[CH:9][C:8]=1[CH3:13])[CH2:3][C:4]([O:6][CH2:14][CH3:15])=[O:5].[CH3:12][CH:7]1[CH2:2][CH2:3][CH2:4][O:5]1 |f:5.6|. Procedure details: (S)-3-Amino-3-(2-methyl-phenyl)propionic acid (10.0 g, 55.8 mmol) was suspended in 2-methyltetrahydrofuran (100 ml) and ethanol (25.7 g, 558 mmol) was added. The mixture was heated to 80° C. and thionyl chloride (6.64 g, 55.8 mmol) was added slowly. After 2 h at 80° C. the solvents were almost completely removed by distillation. After cooling the mixture was stirred at room temperature for 16 h. Then more solvent was removed under reduced pressure to give the title compound in the form of ethyl ... Starting materials: C(CCCCCCC)N1CC(N(CC1=O)S(=O)(=O)C1=CC=C(C=C1)N1C=CC=C1)C(=O)OC (Methyl 4-octyl-5-oxo-1-(4-pyrrol-1-yl-benzenesulfonyl)-piperazine-2-carboxylate), [OH-].[Na+] (NaOH). Solvent: C1CCOC1 (THF). Product: C(CCCCCCC)N1CC(N(CC1=O)S(=O)(=O)C1=CC=C(C=C1)N1C=CC=C1)C(=O)O (4-Octyl-5-oxo-1-(4-pyrrol-1-yl-benzenesulfonyl)-piperazine-2-carboxylic acid). Yield: 37.9%. As a reaction SMILES: [CH2:1]([N:9]1[C:14](=[O:15])[CH2:13][N:12]([S:16]([C:19]2[CH:24]=[CH:23][C:22]([N:25]3[CH:29]=[CH:28][CH:27]=[CH:26]3)=[CH:21][CH:20]=2)(=[O:18])=[O:17])[CH:11]([C:30]([O:32]C)=[O:31])[CH2:10]1)[CH2:2][CH2:3][CH2:4][CH2:5][CH2:6][CH2:7][CH3:8].[OH-].[Na+]>C1COCC1>[CH2:1]([N:9]1[C:14](=[O:15])[CH2:13][N:12]([S:16]([C:19]2[CH:20]=[CH:21][C:22]([N:25]3[CH:29]=[CH:28][CH:27]=[CH:26]3)=[CH:23][CH:24]=2)(=[O:17])=[O:18])[CH:11]([C:30]([OH:32])=[O:31])[CH2:10]1)[CH2:2][CH2:3][CH2:4][CH2:5][CH2:6][CH2:7][CH3:8] |f:1.2|. Reported procedure: The compound of Example 57 (0.19 g, 0.4 mmol) was dissolved in 5 mL of THF, and 1 mL of 2N NaOH was added dropwise at 0° C. After reaction at room temperature for 3 hours, the reactant was concentrated under reduced pressure and acidified with a 2N HCl aqueous solution, extracted with ethyl acetate, and concentrated under reduced pressure. It was then recrystallized with hexane and ethyl acetate to obtain an ivory colored compound (0.07 g, yield 28%). The reactants are COC (methyl ether), NS(=O)(=O)C1=CC=C(C=C1)\C=C/1\C(=C(C2=CC(=CC=C12)OC)CCOC)C (Z-1-(4-aminosulfonylphenyl)methylene-5-methoxy-2-methyl-1H-3-indenyl-(2-methoxy)ethane), C(C1=CC=CC=C1)(=O)C1=CC=CC=C1 (benzophenone), quartz. Yields the product NS(=O)(=O)C1=CC=C(C=C1)\C=C\1/C(=C(C2=CC(=CC=C12)OC)CCOC)C (E-1-(4-aminosulfonylphenyl)methylene-5-methoxy-2-methyl-1H-3-indenyl-(2-methoxy)ethane). The yield is 12.9%. As a reaction SMILES: COC.[NH2:4][S:5]([C:8]1[CH:13]=[CH:12][C:11](/[CH:14]=[C:15]2/[C:16]([CH3:30])=[C:17]([CH2:26][CH2:27][O:28][CH3:29])[C:18]3[C:23]/2=[CH:22][CH:21]=[C:20]([O:24][CH3:25])[CH:19]=3)=[CH:10][CH:9]=1)(=[O:7])=[O:6].C(C1C=CC=CC=1)(=O)C1C=CC=CC=1>>[NH2:4][S:5]([C:8]1[CH:13]=[CH:12][C:11](/[CH:14]=[C:15]2\[C:16]([CH3:30])=[C:17]([CH2:26][CH2:27][O:28][CH3:29])[C:18]3[C:23]\2=[CH:22][CH:21]=[C:20]([O:24][CH3:25])[CH:19]=3)=[CH:10][CH:9]=1)(=[O:6])=[O:7]. Procedure details: A solution of the Z methyl ether, E 1-(4-aminosulfonylphenyl)-methylene-5-methoxy-2-methyl-1H-3-indenyl-(2-methoxy)ethane (17a) (700 mg) and benzophenone (3.5 g) was irradiated with a medium pressure Hanovia lamp (450 watt) through a quartz well for 75 minutes under nitrogen. Following the work up procedure of Method A, there was obtained E 1-(4-aminosulfonylphenyl)methylene-5-methoxy-2-methyl-1H-3-indenyl-(2-methoxy)ethane (18a) (90 mg, 13% yield): m.p. 139.5°-140.0° C. Starting materials: FC1=C(C=C(C=C1)C=1C=C(C(N(N1)CC(C)C)=O)COS(=O)(=O)C)C (6-(4-fluoro-3-methylphenyl)-2-isobutyl-4-methanesulfonyloxymethyl-2H-pyridazin-3-one), FC=1C=C(C=CC1F)C=1C=C(C(N(N1)CC(C)C)=O)C(=O)OC (6-(3,4-difluorophenyl)-2-isobutyl-4-methoxycarbonyl-2H-pyridazin-3-one). Yields the product C(=O)(O)C=1C(N(N=C(C1)C1=CC(=C(C=C1)F)F)CC(C)C)=O (4-carboxy-6-(3,4-difluorophenyl)-2-isobutyl-2H-pyridazin-3-one). The yield is 91.4%. Reaction SMILES: FC1C=CC(C2C=C(COS(C)(=O)=O)C(=O)N(CC(C)C)N=2)=CC=1C.[F:26][C:27]1[CH:28]=[C:29]([C:34]2[CH:35]=[C:36]([C:45]([O:47]C)=[O:46])[C:37](=[O:44])[N:38]([CH2:40][CH:41]([CH3:43])[CH3:42])[N:39]=2)[CH:30]=[CH:31][C:32]=1[F:33]>>[C:45]([C:36]1[C:37](=[O:44])[N:38]([CH2:40][CH:41]([CH3:42])[CH3:43])[N:39]=[C:34]([C:29]2[CH:30]=[CH:31][C:32]([F:33])=[C:27]([F:26])[CH:28]=2)[CH:35]=1)([OH:47])=[O:46]. Procedure details: Following the procedure of Example 1 (7), 6-(3,4-difluorophenyl)-2-isobutyl-4-methoxycarbonyl-2H-pyridazin-3-one was reacted to yield the title compound as colorless fine needles (yield: 91.4%).